Task: describe an organic reaction: reactants, conditions, products, and yield. Dataset: the Open Reaction Database (ORD), a public repository of structured organic reaction records The reactants are C(#N)[BH3-].[Na+] (sodium cyanoborohydride), C(C1=CC=CC=C1)N (benzylamine), CC=1C=CC(=CC1)S(=O)(=O)O (PTSA), FC=1C=C(C=CC1C=1SC2=NC(=CC=C2N1)C1(CC1)C1=CC=CC=C1)CC=O (2-(3-Fluoro-4-(5-(1-phenylcyclopropyl)thiazolo[5,4-b]pyridin-2-yl)phenyl)acetaldehyde). Solvent: CO (Methanol), C(Cl)(Cl)Cl (chloroform), C(Cl)Cl (DCM). Reaction conditions: time 3 day. Product: C(C1=CC=CC=C1)NCCC1=CC(=C(C=C1)C=1SC2=NC(=CC=C2N1)C1(CC1)C1=CC=CC=C1)F (N-benzyl-2-(3-fluoro-4-(5-(1-phenylcyclopropyl)[1,3]thiazolo[5,4-b]pyridin-2-yl)phenyl)ethanamine). Reaction SMILES: [F:1][C:2]1[CH:3]=[C:4]([CH2:26][CH:27]=O)[CH:5]=[CH:6][C:7]=1[C:8]1[S:9][C:10]2[C:15]([N:16]=1)=[CH:14][CH:13]=[C:12]([C:17]1([C:20]3[CH:25]=[CH:24][CH:23]=[CH:22][CH:21]=3)[CH2:19][CH2:18]1)[N:11]=2.[CH2:29]([NH2:36])[C:30]1[CH:35]=[CH:34][CH:33]=[CH:32][CH:31]=1.CC1C=CC(S(O)(=O)=O)=CC=1.C([BH3-])#N.[Na+]>C(Cl)(Cl)Cl.C(Cl)Cl.CO>[CH2:29]([NH:36][CH2:27][CH2:26][C:4]1[CH:5]=[CH:6][C:7]([C:8]2[S:9][C:10]3[C:15]([N:16]=2)=[CH:14][CH:13]=[C:12]([C:17]2([C:20]4[CH:25]=[CH:24][CH:23]=[CH:22][CH:21]=4)[CH2:19][CH2:18]2)[N:11]=3)=[C:2]([F:1])[CH:3]=1)[C:30]1[CH:35]=[CH:34][CH:33]=[CH:32][CH:31]=1 |f:3.4|. Procedure: 2-(3-Fluoro-4-(5-(1-phenylcyclopropyl)thiazolo[5,4-b]pyridin-2-yl)phenyl)acetaldehyde (44 mg, 0.113 mmol) was dissolved in chloroform (1.1 mL) before it was stirred at ambient temperature with benzylamine (62 μl, 0.57 mmol) and PTSA (1 mg) for 16 h. Methanol (1.1 mL) and sodium cyanoborohydride (7.1 mg, 0.113 mmol) were then added and allowed to stir in the reaction mixture over 3 d. The reaction mixture was diluted with DCM, added to a separatory funnel, partitioned with sodium bicarbonate (sat... As a reaction SMILES: [CH3:1][O:2][c:3]1[c:4]([C:14](=[O:15])[O-:16])[cH:5][c:6]([C:7](=[O:8])[O:9][CH2:10][CH3:11])[cH:12][cH:13]1.[CH3:47][N:48]([CH3:49])[CH:50]=[O:51].[CH:35]([N:36]([CH2:37][CH3:38])[CH:39]([CH3:40])[CH3:41])([CH3:42])[CH3:43].[Cl:17][C:18]([C:19]([Cl:20])=[O:21])=[O:22].[Cl:44][CH2:45][Cl:46].[F:23][C:24]([O:25][c:26]1[cH:27][cH:28][c:29]([NH2:30])[cH:31][cH:32]1)([F:33])[F:34]>>[CH3:1][O:2][c:3]1[c:4]([C:14](=[O:16])[NH:30][c:29]2[cH:28][cH:27][c:26]([O:25][C:24]([F:23])([F:33])[F:34])[cH:32][cH:31]2)[cH:5][c:6]([C:7](=[O:8])[O:9][CH2:10][CH3:11])[cH:12][cH:13]1. The product is CCOC(=O)c1ccc(OC)c(C(=O)Nc2ccc(OC(F)(F)F)cc2)c1. Starting materials: CCOC(=O)c1ccc(OC)c(C(=O)[O-])c1, CN(C)C=O, CCN(C(C)C)C(C)C, O=C(Cl)C(=O)Cl, ClCCl, Nc1ccc(OC(F)(F)F)cc1. Starting materials: BrC=1C=NC=2N(C1)N=C(C2)C(=O)O (6-bromo-pyrazolo[1,5-a]pyrimidine-2-carboxylic acid), ClC=1C=C2CCNC(C2=CC1Cl)C (6,7-dichloro-1-methyl-1,2,3,4-tetrahydro-isoquinoline). Product: BrC=1C=NC=2N(C1)N=C(C2)C(=O)N2C(C1=CC(=C(C=C1CC2)Cl)Cl)C ((6-Bromo-pyrazolo[1,5-a]pyrimidin-2-yl)-(6,7-dichloro-1-methyl-3,4-dihydro-1H-isoquinolin-2-yl)-methanone). RXN SMILES: [Br:1][C:2]1[CH:3]=[N:4][C:5]2[N:6]([N:8]=[C:9]([C:11]([OH:13])=O)[CH:10]=2)[CH:7]=1.[Cl:14][C:15]1[CH:16]=[C:17]2[C:22](=[CH:23][C:24]=1[Cl:25])[CH:21]([CH3:26])[NH:20][CH2:19][CH2:18]2>>[Br:1][C:2]1[CH:3]=[N:4][C:5]2[N:6]([N:8]=[C:9]([C:11]([N:20]3[CH2:19][CH2:18][C:17]4[C:22](=[CH:23][C:24]([Cl:25])=[C:15]([Cl:14])[CH:16]=4)[CH:21]3[CH3:26])=[O:13])[CH:10]=2)[CH:7]=1. Reported procedure: In close analogy to the procedure described in Example 1, 6-bromo-pyrazolo[1,5-a]pyrimidine-2-carboxylic acid is reacted with 6,7-dichloro-1-methyl-1,2,3,4-tetrahydro-isoquinoline to provide the title compound in moderate yield. Starting materials: CN(C1CCC(OCCCC#N)CC1)S(=O)(=O)c1ccc(C(F)(F)F)cc1, CCO, Cl. Yields the product CCOC(=N)CCCOC1CCC(N(C)S(=O)(=O)c2ccc(C(F)(F)F)cc2)CC1. As a reaction SMILES: [C:1](#[N:2])[CH2:3][CH2:4][CH2:5][O:6][CH:7]1[CH2:8][CH2:9][CH:10]([N:13]([S:14](=[O:15])(=[O:16])[c:17]2[cH:18][cH:19][c:20]([C:23]([F:24])([F:25])[F:26])[cH:21][cH:22]2)[CH3:27])[CH2:11][CH2:12]1.[CH3:29][CH2:30][OH:31].[ClH:28]>>[C:1](=[NH:2])([CH2:3][CH2:4][CH2:5][O:6][CH:7]1[CH2:8][CH2:9][CH:10]([N:13]([S:14](=[O:15])(=[O:16])[c:17]2[cH:18][cH:19][c:20]([C:23]([F:24])([F:25])[F:26])[cH:21][cH:22]2)[CH3:27])[CH2:11][CH2:12]1)[O:31][CH2:30][CH3:29]. The reactants are CCC(C)(C)O, Ic1ccc(CN2CCOCC2)cc1, [K+], [K+], N#Cc1cn(-c2ccccc2)nc1N, O=C([O-])[O-], O=C(C=Cc1ccccc1)C=Cc1ccccc1, O=C(C=Cc1ccccc1)C=Cc1ccccc1, O=C(C=Cc1ccccc1)C=Cc1ccccc1, [Pd], [Pd]. Product: N#Cc1cn(-c2ccccc2)nc1Nc1ccc(CN2CCOCC2)cc1. Reaction SMILES: [C:35]([OH:36])([CH2:37][CH3:38])([CH3:39])[CH3:40].[I:15][c:16]1[cH:17][cH:18][c:19]([CH2:20][N:21]2[CH2:22][CH2:23][O:24][CH2:25][CH2:26]2)[cH:27][cH:28]1.[K+:29].[K+:30].[NH2:1][c:2]1[n:3][n:4](-[c:9]2[cH:10][cH:11][cH:12][cH:13][cH:14]2)[cH:5][c:6]1[C:7]#[N:8].[O-:31][C:32]([O-:33])=[O:34].[O:43]=[C:44]([CH:45]=[CH:46][c:47]1[cH:48][cH:49][cH:50][cH:51][cH:52]1)[CH:53]=[CH:54][c:55]1[cH:56][cH:57][cH:58][cH:59][cH:60]1.[O:61]=[C:62]([CH:63]=[CH:64][c:65]1[cH:66][cH:67][cH:68][cH:69][cH:70]1)[CH:71]=[CH:72][c:73]1[cH:74][cH:75][cH:76][cH:77][cH:78]1.[O:79]=[C:80]([CH:81]=[CH:82][c:83]1[cH:84][cH:85][cH:86][cH:87][cH:88]1)[CH:89]=[CH:90][c:91]1[cH:92][cH:93][cH:94][cH:95][cH:96]1.[Pd:41].[Pd:42]>>[NH:1]([c:2]1[n:3][n:4](-[c:9]2[cH:10][cH:11][cH:12][cH:13][cH:14]2)[cH:5][c:6]1[C:7]#[N:8])[c:16]1[cH:17][cH:18][c:19]([CH2:20][N:21]2[CH2:22][CH2:23][O:24][CH2:25][CH2:26]2)[cH:27][cH:28]1. Starting materials: [H-].[Na+] (NaH), C1(CCCCC1)O (cyclohexanol), ClC1=NC2=CC(=C(C=C2N=C1)OC)OC (2-chloro-6,7-dimethoxyquinoxaline). Solvent: CN(C)C=O (DMF). Run at time 25 minute. The product is C1(CCCCC1)OC1=NC2=CC(=C(C=C2N=C1)OC)OC1CCCCC1 (2,7-Bis-cyclohexyloxy-6-methoxy-quinoxaline). As a reaction SMILES: [H-].[Na+].[CH:3]1([OH:9])[CH2:8][CH2:7][CH2:6][CH2:5][CH2:4]1.Cl[C:11]1[CH:20]=[N:19][C:18]2[C:13](=[CH:14][C:15]([O:23][CH3:24])=[C:16]([O:21][CH3:22])[CH:17]=2)[N:12]=1>CN(C=O)C>[CH:3]1([O:9][C:11]2[CH:20]=[N:19][C:18]3[C:13](=[CH:14][C:15]([O:23][CH:24]4[CH2:7][CH2:8][CH2:3][CH2:4][CH2:5]4)=[C:16]([O:21][CH3:22])[CH:17]=3)[N:12]=2)[CH2:8][CH2:7][CH2:6][CH2:5][CH2:4]1 |f:0.1|. Reported procedure: To a DMF solution (5 mL) of NaH (0.32 g, 8 mmol) under argon, cyclohexanol (0.7 mL. 6.7 mmol) is added dropwise. The mixture is stirred at room temperature for 25 minutes, then 2-chloro-6,7-dimethoxyquinoxaline is added portionwise. The reaction is stirred for 15 minutes at room temperature, at 90° C. for 2 hours, and at 110° C. for 1 hour. The mixture is cooled, quenched with H2O, and partition between EtOAc/H2O. The organic layer is washed with H2O and brine, dried (MgSO4), and chromatographed... The reactants are S(=O)(Cl)Cl (thionyl chloride), CN(C)CC1C(C2=CC=CC=C2C1)(O)C=1C=NC=CC1 (2-dimethylaminomethyl-1-pyridin-3-yl-indan-1-ol). Conditions: temperature 65 celsius. The product is Cl.CN(CC=1CC2=CC=CC=C2C1C=1C=NC=CC1)C (dimethyl-(3-pyridin-3-yl-1H-inden-2-ylmethyl)-amine hydrochloride). As a reaction SMILES: S(Cl)([Cl:3])=O.[CH3:5][N:6]([CH2:8][CH:9]1[CH2:17][C:16]2[C:11](=[CH:12][CH:13]=[CH:14][CH:15]=2)[C:10]1([C:19]1[CH:20]=[N:21][CH:22]=[CH:23][CH:24]=1)O)[CH3:7]>>[ClH:3].[CH3:5][N:6]([CH3:7])[CH2:8][C:9]1[CH2:17][C:16]2[C:11]([C:10]=1[C:19]1[CH:20]=[N:21][CH:22]=[CH:23][CH:24]=1)=[CH:12][CH:13]=[CH:14][CH:15]=2 |f:2.3|. Reported procedure: 2.6 ml of thionyl chloride were added dropwise, with the pronounced evolution of gas, to 2.17 g of 2-dimethylaminomethyl-1-pyridin-3-yl-indan-1-ol (mixture of the diastereoisomers), and the mixture was heated for 2.5 hours at 65° C., with stirring, and then concentrated in a water-jet pump. After cooling, first water and then 1 M sodium carbonate solution were added, and extraction was then carried out with tetrahydrofuran/ethyl acetate; the combined extracts were dried over magnesium sulfate, f...